Dataset: the Open Reaction Database (ORD), a public repository of structured organic reaction records. Task: describe an organic reaction: reactants, conditions, products, and yield Reactants: CN(C)C=O, CI, ClCCl, Cc1ncc(C(=O)NCc2cc(C(F)(F)F)cc(C(F)(F)F)c2)c(-c2ccccc2)n1, O. Yields the product Cc1ncc(C(=O)N(C)Cc2cc(C(F)(F)F)cc(C(F)(F)F)c2)c(-c2ccccc2)n1. As a reaction SMILES: [CH3:32][N:33]([CH3:34])[CH:35]=[O:36].[CH3:37][I:38].[Cl:40][CH2:41][Cl:42].[F:1][C:2]([c:3]1[cH:4][c:5]([CH2:6][NH:7][C:8](=[O:9])[c:10]2[c:11](-[c:17]3[cH:18][cH:19][cH:20][cH:21][cH:22]3)[n:12][c:13]([CH3:16])[n:14][cH:15]2)[cH:23][c:24]([C:26]([F:27])([F:28])[F:29])[cH:25]1)([F:30])[F:31].[OH2:39]>>[F:1][C:2]([c:3]1[cH:4][c:5]([CH2:6][N:7]([C:8](=[O:9])[c:10]2[c:11](-[c:17]3[cH:18][cH:19][cH:20][cH:21][cH:22]3)[n:12][c:13]([CH3:16])[n:14][cH:15]2)[CH3:32])[cH:23][c:24]([C:26]([F:27])([F:28])[F:29])[cH:25]1)([F:30])[F:31]. Starting materials: COC(=O)c1ccc2ccccc2c1OCc1ccc(C(F)(F)F)cc1, CO, Cl, [Na+], [OH-], O. Yields the product O=C(O)c1ccc2ccccc2c1OCc1ccc(C(F)(F)F)cc1. Reaction SMILES: [CH3:1][O:2][C:3](=[O:4])[c:5]1[c:6]([O:15][CH2:16][c:17]2[cH:18][cH:19][c:20]([C:23]([F:24])([F:25])[F:26])[cH:21][cH:22]2)[c:7]2[cH:8][cH:9][cH:10][cH:11][c:12]2[cH:13][cH:14]1.[CH3:29][OH:30].[ClH:31].[Na+:28].[OH-:27].[OH2:32]>>[O:2]=[C:3]([OH:4])[c:5]1[c:6]([O:15][CH2:16][c:17]2[cH:18][cH:19][c:20]([C:23]([F:24])([F:25])[F:26])[cH:21][cH:22]2)[c:7]2[cH:8][cH:9][cH:10][cH:11][c:12]2[cH:13][cH:14]1. Reactants: CSC=1C=C(C=CC1)S(=O)(=O)N (3-methylsulfanyl-benzenesulfonamide), ClN1C(CCC1=O)=O (N-chlorosuccinimide). Solvent: CO (methanol). Reaction conditions: time 8 hour. Yields the product CS(=O)C=1C=C(C=CC1)S(=O)(=O)N (3-Methylsulfinyl-benzenesulfonamide). Isolated yield 57.0%. As a reaction SMILES: [CH3:1][S:2][C:3]1[CH:4]=[C:5]([S:9]([NH2:12])(=[O:11])=[O:10])[CH:6]=[CH:7][CH:8]=1.ClN1C(=[O:19])CCC1=O>CO>[CH3:1][S:2]([C:3]1[CH:4]=[C:5]([S:9]([NH2:12])(=[O:11])=[O:10])[CH:6]=[CH:7][CH:8]=1)=[O:19]. Procedure: A mixture of 3-methylsulfanyl-benzenesulfonamide (406 mg, 2 mmol) and N-chlorosuccinimide (268 mg, 2 mmol) in methanol was stirred at room temperature for 8 hours. The methanol was evaporated and the residue was slurried with methylene chloride and filtered. The filtrate was evaporated to give 250 mg of the titled compound as a white solid. Starting materials: N1(CCCC1)C1=CC=C(C(=O)O)C=C1 (4-(pyrrolidin-1-yl)benzoic acid), CC1=C(C=CC(=C1)C)N1CCNCC1 (1-(2,4-dimethylphenyl)piperazine). Product: CC1=C(C=CC(=C1)C)N1CCN(CC1)C(=O)C1=CC=C(C=C1)N1CCCC1 ([4-(2,4-dimethylphenyl)piperazin-1-yl][4-(pyrrolidin-1-yl)phenyl]methanone). Yield: 4.2%. Reaction SMILES: [N:1]1([C:6]2[CH:14]=[CH:13][C:9]([C:10]([OH:12])=O)=[CH:8][CH:7]=2)[CH2:5][CH2:4][CH2:3][CH2:2]1.[CH3:15][C:16]1[CH:21]=[C:20]([CH3:22])[CH:19]=[CH:18][C:17]=1[N:23]1[CH2:28][CH2:27][NH:26][CH2:25][CH2:24]1>>[CH3:15][C:16]1[CH:21]=[C:20]([CH3:22])[CH:19]=[CH:18][C:17]=1[N:23]1[CH2:24][CH2:25][N:26]([C:10]([C:9]2[CH:8]=[CH:7][C:6]([N:1]3[CH2:2][CH2:3][CH2:4][CH2:5]3)=[CH:14][CH:13]=2)=[O:12])[CH2:27][CH2:28]1. Reported procedure: Using 4-(pyrrolidin-1-yl)benzoic acid (200 mg) and 1-(2,4-dimethylphenyl)piperazine (199 mg) and by the reaction and treatment in the same manner as in Example 87, the title compound (15.8 mg) was obtained. The reactants are 17.6, COC(CNC(=S)NC1=CC=C(C=C1)N1CCN(CC1)C1=CC=C(C=C1)OC)OC (N-(2,2-dimethoxyethyl)-N'-[4-[4-(4-methoxyphenyl)-1-piperazinyl]phenyl]thiourea). The solvent is C(=O)O (formic acid). Reaction conditions: time 1 hour. The product is COC1CN=C(S1)NC1=CC=C(C=C1)N1CCN(CC1)C1=CC=C(C=C1)OC (4,5-dihydro-5-methoxy-N-[4-[4-(4-methoxyphenyl)-1-piperazinyl]phenyl]-2-thiazolamine). Yield: 52.0%. As a reaction SMILES: CO[CH:3]([O:29][CH3:30])[CH2:4][NH:5][C:6]([NH:8][C:9]1[CH:14]=[CH:13][C:12]([N:15]2[CH2:20][CH2:19][N:18]([C:21]3[CH:26]=[CH:25][C:24]([O:27][CH3:28])=[CH:23][CH:22]=3)[CH2:17][CH2:16]2)=[CH:11][CH:10]=1)=[S:7]>C(O)=O>[CH3:30][O:29][CH:3]1[S:7][C:6]([NH:8][C:9]2[CH:10]=[CH:11][C:12]([N:15]3[CH2:20][CH2:19][N:18]([C:21]4[CH:22]=[CH:23][C:24]([O:27][CH3:28])=[CH:25][CH:26]=4)[CH2:17][CH2:16]3)=[CH:13][CH:14]=2)=[N:5][CH2:4]1. Procedure: A mixture of 17.6 parts of N-(2,2-dimethoxyethyl)-N'-[4-[4-(4-methoxyphenyl)-1-piperazinyl]phenyl]thiourea and 120 parts of formic acid was stirred for 1 hour at room temperature. The reaction mixture was evaporated in vacuo and the residue was dissolved in 133 parts of dichloromethane. The mixture was neutralized with a sodium hydrogen carbonate solution. The precipitated product was filtered off, washed with water and dichloromethane and crystallized from 4-methyl-2-pentanone. The product was ... Starting materials: BrCCCOCCOCCCc1ccccc1, CCOC(C)=O, NCc1ccccc1. Yields the product c1ccc(CCCOCCOCCCNCc2ccccc2)cc1. RXN SMILES: [Br:1][CH2:2][CH2:3][CH2:4][O:5][CH2:6][CH2:7][O:8][CH2:9][CH2:10][CH2:11][c:12]1[cH:13][cH:14][cH:15][cH:16][cH:17]1.[CH3:26][CH2:27][O:28][C:29](=[O:30])[CH3:31].[NH2:18][CH2:19][c:20]1[cH:21][cH:22][cH:23][cH:24][cH:25]1>>[CH2:2]([CH2:3][CH2:4][O:5][CH2:6][CH2:7][O:8][CH2:9][CH2:10][CH2:11][c:12]1[cH:13][cH:14][cH:15][cH:16][cH:17]1)[NH:18][CH2:19][c:20]1[cH:21][cH:22][cH:23][cH:24][cH:25]1. Reactants: Si-Thiol, IC=1C=C(C(=O)NC2=CC=C(C=C2)OC(F)(F)F)C=CC1C (3-Iodo-4-methyl-N-(4-(trifluoromethoxy)phenyl)benzamide), S1C=NC=C1 (thiazole), CC(=O)[O-].[K+] (KOAc). Reagents/catalysts: CC(=O)[O-].CC(=O)[O-].[Pd+2] (Pd(OAc)2). Reaction conditions: temperature 130 celsius, time 2.5 day. Yields the product CC1=C(C=C(C(=O)NC2=CC=C(C=C2)OC(F)(F)F)C=C1)C1=CN=CS1 (4-Methyl-3-(thiazol-5-yl)-N-(4-(trifluoromethoxy)phenyl)benzamide). As a reaction SMILES: I[C:2]1[CH:3]=[C:4]([CH:19]=[CH:20][C:21]=1[CH3:22])[C:5]([NH:7][C:8]1[CH:13]=[CH:12][C:11]([O:14][C:15]([F:18])([F:17])[F:16])=[CH:10][CH:9]=1)=[O:6].[S:23]1[CH:27]=[CH:26][N:25]=[CH:24]1.CC([O-])=O.[K+]>CC([O-])=O.CC([O-])=O.[Pd+2]>[CH3:22][C:21]1[CH:20]=[CH:19][C:4]([C:5]([NH:7][C:8]2[CH:13]=[CH:12][C:11]([O:14][C:15]([F:18])([F:17])[F:16])=[CH:10][CH:9]=2)=[O:6])=[CH:3][C:2]=1[C:27]1[S:23][CH:24]=[N:25][CH:26]=1 |f:2.3,4.5.6|. Reported procedure: 3-Iodo-4-methyl-N-(4-(trifluoromethoxy)phenyl)benzamide (Stage 13.1, 100 mg, 0.237 mmol), thiazole (60 mg, 0.712 mmol), KOAc (69.9 mg, 0.712 mmol) and Pd(OAc)2 (0.267 mg, 1.187 μmol) were added to a vial, which was sealed, evacuated/purged with argon. DMA (720 μL) was added and the RM was stirred at 130° C. for 2.5 days. The RM was diluted with THF (3 mL), stirred overnight with Si-Thiol (1.44 mmol/g, 16.49 mg, 0.024 mmol) and filtered. The filtrate was treated with 2 M HCl (40 mL) and extracted... Reactants: CCC(Cc1ccc(OC)c(CC(=O)Nc2ccc(C(F)(F)F)cc2)c1)C(=O)N1C(=O)OCC1Cc1ccccc1, [Li+], [Na+], C1CCOC1, [OH-], O, O, OO, O=S([O-])O. Product: CCC(Cc1ccc(OC)c(CC(=O)Nc2ccc(C(F)(F)F)cc2)c1)C(=O)O. Reaction SMILES: [CH2:1]([CH3:2])[CH:3]([C:4]([N:5]1[CH:6]([CH2:7][c:8]2[cH:9][cH:10][cH:11][cH:12][cH:13]2)[CH2:14][O:15][C:16]1=[O:17])=[O:18])[CH2:19][c:20]1[cH:21][c:22]([CH2:28][C:29]([NH:30][c:31]2[cH:32][cH:33][c:34]([C:37]([F:38])([F:39])[F:40])[cH:35][cH:36]2)=[O:41])[c:23]([O:26][CH3:27])[cH:24][cH:25]1.[Li+:46].[Na+:47].[O:53]1[CH2:54][CH2:55][CH2:56][CH2:57]1.[OH-:45].[OH2:44].[OH2:52].[OH:42][OH:43].[OH:48][S:49](=[O:50])[O-:51]>>[CH2:1]([CH3:2])[CH:3]([C:4](=[O:44])[OH:45])[CH2:19][c:20]1[cH:21][c:22]([CH2:28][C:29]([NH:30][c:31]2[cH:32][cH:33][c:34]([C:37]([F:38])([F:39])[F:40])[cH:35][cH:36]2)=[O:41])[c:23]([O:26][CH3:27])[cH:24][cH:25]1. Reactants: NC1=NC(=CC(=N1)Cl)N (2,6-diamino-4-chloropyrimidine), COC(CC(OC)OC)OC (1,1,3,3-tetramethoxypropane). The product is NC=1N=C(C2=C(N1)N=CC=C2)Cl (2-Amino-4-chloro-pyrido[2,3-d]pyrimidine). Reaction SMILES: [NH2:1][C:2]1[N:7]=[C:6]([Cl:8])[CH:5]=[C:4]([NH2:9])[N:3]=1.CO[CH:12](OC)[CH2:13][CH:14](OC)OC>>[NH2:1][C:2]1[N:7]=[C:6]([Cl:8])[C:5]2[CH:14]=[CH:13][CH:12]=[N:9][C:4]=2[N:3]=1. Reported procedure: Starting from 2,6-diamino-4-chloropyrimidine and 1,1,3,3-tetramethoxypropane and using a procedure analogous to that of Example 71, the above compound is isolated after chromatographic purification on silica gel with methanol/diisopropylether (1:1) as a yellow oil which can be used in the following reactions without any further purification.